The task is: describe an organic reaction: reactants, conditions, products, and yield. This data is from the Open Reaction Database (ORD), a public repository of structured organic reaction records. The reactants are [Cr](=O)(=O)([O-])Cl.[NH+]1=CC=CC=C1 (pyridinium chlorochromate), O1C(CCC1)COC(=O)C=1C(C(=C(NC1C)C)C(=O)OC)C1=C(C(=CC=C1)Cl)Cl (4-(2,3-dichlorophenyl)-2,6-dimethyl 1,4-dihydropyridine-3,5-dicarboxylic acid 3-methyl ester 5-(tetrahydrofuran-2-ylmethyl) ester). Solvent: C(Cl)Cl (CH2Cl2). Conditions: time 7 hour. The product is O1C(CCC1)COC(=O)C=1C(=C(C(=NC1C)C)C(=O)OC)C1=C(C(=CC=C1)Cl)Cl (4-(2,3-Dichlorophenyl)-2,6-dimethyl pyridine-3,5-dicarboxylic acid 3-methyl ester 5-(tetrahydrofuran-2-ylmethyl) ester). The yield is 87.0%. Reaction SMILES: [Cr](Cl)([O-])(=O)=O.[NH+]1C=CC=CC=1.[O:12]1[CH2:16][CH2:15][CH2:14][CH:13]1[CH2:17][O:18][C:19]([C:21]1[CH:22]([C:33]2[CH:38]=[CH:37][CH:36]=[C:35]([Cl:39])[C:34]=2[Cl:40])[C:23]([C:29]([O:31][CH3:32])=[O:30])=[C:24]([CH3:28])[NH:25][C:26]=1[CH3:27])=[O:20]>C(Cl)Cl>[O:12]1[CH2:16][CH2:15][CH2:14][CH:13]1[CH2:17][O:18][C:19]([C:21]1[C:22]([C:33]2[CH:38]=[CH:37][CH:36]=[C:35]([Cl:39])[C:34]=2[Cl:40])=[C:23]([C:29]([O:31][CH3:32])=[O:30])[C:24]([CH3:28])=[N:25][C:26]=1[CH3:27])=[O:20] |f:0.1|. Procedure: To a suspension of 82 g (0.068 mol) of pyridinium chlorochromate on alumina in 230 ml of CH2Cl2, 10 g (0.023 mol) of 4-(2,3-dichlorophenyl)-2,6-dimethyl 1,4-dihydropyridine-3,5-dicarboxylic acid 3-methyl ester 5-(tetrahydrofuran-2-ylmethyl) ester were added, and the mixture was maintained with strong stirring during 7 hours. The insoluble solid was filtered and the remaining liquid was washed with water (3×250 ml), dried with anh. Na2SO4 and concentrated at low pressure. Finally, the product was... Reactants: Br.C(C)NC1=C(CBr)C=CC=C1 (2-ethylaminobenzyl bromide hydrobromide), SC=1NC=2C(N1)=CSC2 (2-mercaptothieno-[3,4-d]imidazole). The solvent is CC(=O)C (acetone). Run at time 24 hour. The product is C(C)NC1=C(CSC2=NC=3C(N2)=CSC3)C=CC=C1 (2-(2-Ethylaminobenzylmercapto)-1H-thieno[3,4-d]imidazole). Reaction SMILES: Br.[CH2:2]([NH:4][C:5]1[CH:12]=[CH:11][CH:10]=[CH:9][C:6]=1[CH2:7]Br)[CH3:3].[SH:13][C:14]1[NH:15][C:16]2[C:17](=[CH:19][S:20][CH:21]=2)[N:18]=1>CC(C)=O>[CH2:2]([NH:4][C:5]1[CH:12]=[CH:11][CH:10]=[CH:9][C:6]=1[CH2:7][S:13][C:14]1[NH:18][C:17]2=[CH:19][S:20][CH:21]=[C:16]2[N:15]=1)[CH3:3] |f:0.1|. Procedure: 1.12 g of 2-ethylaminobenzyl bromide hydrobromide are added to a solution of 0.60 g of 2-mercaptothieno-[3,4-d]imidazole in 100 ml of acetone. After the mixture has been stirred at room temperature for 24 hours, the solvent is removed by distillation in vacuo, and the crystalline residue is washed with acetone. Then 1N NH4OH solution is added to the product, the mixture is stirred for 2 hours, and the solid is filtered off with suction and washed wit water. The residue which has been dried in ai... Starting materials: COC=1C=CC2=C(CCN(CC2C)C(C(F)(F)F)=O)N1 (2-Methoxy-5-methyl-7-(trifluoroacetyl)-6,7,8,9-tetrahydro-5H-pyrido[2,3-d]azepine). Run in Br (HBr). Yields the product CC1C2=C(CCNC1)N=C(C=C2)O (5-Methyl-6,7,8,9-tetrahydro-5H-pyrido[2,3-d]azepin-2-ol). As a reaction SMILES: C[O:2][C:3]1[CH:4]=[CH:5][C:6]2[CH:12]([CH3:13])[CH2:11][N:10](C(=O)C(F)(F)F)[CH2:9][CH2:8][C:7]=2[N:20]=1>Br>[CH3:13][CH:12]1[CH2:11][NH:10][CH2:9][CH2:8][C:7]2[N:20]=[C:3]([OH:2])[CH:4]=[CH:5][C:6]1=2. Procedure: 2-Methoxy-5-methyl-7-(trifluoroacetyl)-6,7,8,9-tetrahydro-5H-pyrido[2,3-d]azepine (1.99 g, 6.90 mmol) in 48% aq. HBr (15 ml) was heated at reflux for 18 h. Evaporation of aq. HBr rendered 1.78 g (99%) of hydrobromide salt of 5-methyl-6,7,8,9-tetrahydro-5H-pyrido[2,3-d]azepin-2-ol. 1H-NMR (D2O) δ 7.78 (d, 1H), 6.66 (d, 1H), 3.55-3.10 (m, 7H), 1.36 (d, 3H) ppm. Starting materials: C(C)(C)(C)OC(=O)NC=1C=NC=CC1C (3-tert-butoxycarbonylamino-4-methylpyridine), CN(C=O)C (dimethylformamide). The solvent is O1CCCC1 (tetrahydrofuran), CCCCCC (hexane). Conditions: temperature -20 celsius, time 30 minute. Yields the product C(C)(C)(C)OC(=O)N1C(CC2=CC=NC=C12)O (1-tert-Butoxycarbonyl-2-hydroxy-6-azaindoline). Reaction SMILES: [C:1]([O:5][C:6]([NH:8][C:9]1[CH:10]=[N:11][CH:12]=[CH:13][C:14]=1[CH3:15])=[O:7])([CH3:4])([CH3:3])[CH3:2].CN(C)[CH:18]=[O:19]>O1CCCC1.CCCCCC>[C:1]([O:5][C:6]([N:8]1[C:9]2[C:14](=[CH:13][CH:12]=[N:11][CH:10]=2)[CH2:15][CH:18]1[OH:19])=[O:7])([CH3:4])([CH3:3])[CH3:2]. Reported procedure: A solution of 3-tert-butoxycarbonylamino-4-methylpyridine (step a, 1.47 g, 7.06 mmol) in tetrahydrofuran (50 ml) was cooled to -70° C. and treated with n-butyllithinum (6.2 ml, 2.5M in hexane, 15.5 mmol) at such a rate as to keep the temperature below -60° C. On complete addition the mixture was warmed to -20° C. and stirred for 30 minutes. The mixture was cooled to -30° C. and treated with dimethylformamide (0.66 ml, 8.47 mmol). The mixture was allowed to warm to 20° C., quenched with water (50...